Task: describe an organic reaction: reactants, conditions, products, and yield. Dataset: the Open Reaction Database (ORD), a public repository of structured organic reaction records The reactants are CN(C)c1ccncc1, O=S(=O)(Cl)C1CC1, ClCCl, COC(=O)C12CCC(N)(CC1)CC2. Yields the product COC(=O)C12CCC(NS(=O)(=O)C3CC3)(CC1)CC2. As a reaction SMILES: [CH3:24][N:25]([c:26]1[cH:27][cH:28][n:29][cH:30][cH:31]1)[CH3:32].[CH:14]1([S:17](=[O:18])(=[O:19])[Cl:20])[CH2:15][CH2:16]1.[Cl:21][CH2:22][Cl:23].[NH2:1][C:2]12[CH2:3][CH2:4][C:5]([C:10](=[O:11])[O:12][CH3:13])([CH2:6][CH2:7]1)[CH2:8][CH2:9]2>>[NH:1]([C:2]12[CH2:3][CH2:4][C:5]([C:10](=[O:11])[O:12][CH3:13])([CH2:6][CH2:7]1)[CH2:8][CH2:9]2)[S:17]([CH:14]1[CH2:15][CH2:16]1)(=[O:18])=[O:19]. Reactants: CN(CCNC(=O)C1=NC=CC2=C(C=3N(C=4C=CC(=CC4C3C=C21)OC(=O)N2CCN(CC2)C(=O)OCC2=CC=CC=C2)C)C)C (1-[(2-dimethylaminoethyl)aminocarbonyl]-5,6-dimethyl-9-[(4-benzyloxycarbonyl-piperazino)carbonyloxy]-6H-pyrido[4,3-b]carbazole), C1=CCCCC1 (cyclohexene). The reagents and catalysts are [Pd] (palladium-on-carbon). The solvent is CO (methanol). Yields the product CN(CCNC(=O)C1=NC=CC2=C(C=3N(C=4C=CC(=CC4C3C=C21)OC(=O)N2CCNCC2)C)C)C (1-[(2-Dimethylaminoethyl)aminocarbonyl]-5,6-dimethyl-9-(piperazinocarbonyloxy)-6H-pyrido[4,3-b]carbazole). The yield is 78.4%. Reaction SMILES: [CH3:1][N:2]([CH3:46])[CH2:3][CH2:4][NH:5][C:6]([C:8]1[C:24]2[C:12](=[C:13]([CH3:45])[C:14]3[N:15]([CH3:44])[C:16]4[CH:17]=[CH:18][C:19]([O:25][C:26]([N:28]5[CH2:33][CH2:32][N:31](C(OCC6C=CC=CC=6)=O)[CH2:30][CH2:29]5)=[O:27])=[CH:20][C:21]=4[C:22]=3[CH:23]=2)[CH:11]=[CH:10][N:9]=1)=[O:7].C1CCCCC=1>CO.[Pd]>[CH3:1][N:2]([CH3:46])[CH2:3][CH2:4][NH:5][C:6]([C:8]1[C:24]2[C:12](=[C:13]([CH3:45])[C:14]3[N:15]([CH3:44])[C:16]4[CH:17]=[CH:18][C:19]([O:25][C:26]([N:28]5[CH2:29][CH2:30][NH:31][CH2:32][CH2:33]5)=[O:27])=[CH:20][C:21]=4[C:22]=3[CH:23]=2)[CH:11]=[CH:10][N:9]=1)=[O:7]. Procedure: 2.6 g of 1-[(2-dimethylaminoethyl)aminocarbonyl]-5,6-dimethyl-9-[(4-benzyloxycarbonyl-piperazino)carbonyloxy]-6H-pyrido[4,3-b]carbazole, 5 ml of cyclohexene and 1 g of 10% palladium-on-carbon in 260 ml of methanol are refluxed for 45 minutes. The catalyst is removed by filtration and the filtrate is concentrated to dryness. The residue is chromatographed on silica using a mixture of dichloromethane, methanol and ammonia (85:15:1) as eluant. The product obtained is washed with diethyl ether and e... Starting materials: Nc1ccc(Br)c(Cl)c1F, CC(=O)OC(C)=O, CCOC(C)=O, c1ccncc1. The product is CC(=O)Nc1ccc(Br)c(Cl)c1F. As a reaction SMILES: [Br:1][c:2]1[c:3]([Cl:10])[c:4]([F:9])[c:5]([NH2:6])[cH:7][cH:8]1.[CH3:11][C:12](=[O:13])[O:14][C:15](=[O:16])[CH3:17].[CH3:24][CH2:25][O:26][C:27](=[O:28])[CH3:29].[cH:18]1[cH:19][cH:20][n:21][cH:22][cH:23]1>>[Br:1][c:2]1[c:3]([Cl:10])[c:4]([F:9])[c:5]([NH:6][C:12]([CH3:11])=[O:13])[cH:7][cH:8]1. The reactants are COC=1C=C(N)C=CC1OC (3,4-dimethoxyaniline), Cl (hydrochloric acid), [OH-].[Na+] (sodium hydroxide), C(#N)C1=CC=NC=C1 (4-cyanopyridine), B(Cl)(Cl)Cl (boron chloride). Solvent: ClCCCl (1,2-dichloroethane), ClCCCl (1,2-dichloroethane). Reaction conditions: time 15 minute. The product is COC=1C=C(N)C(=CC1OC)C(C1=CC=NC=C1)=O (3,4-dimethoxy-6-isonicotinoylaniline). Reaction SMILES: B(Cl)(Cl)Cl.[CH3:5][O:6][C:7]1[CH:8]=[C:9]([CH:11]=[CH:12][C:13]=1[O:14][CH3:15])[NH2:10].[C:16]([C:18]1[CH:23]=[CH:22][N:21]=[CH:20][CH:19]=1)#N.Cl.[OH-:25].[Na+]>ClCCCl>[CH3:5][O:6][C:7]1[CH:8]=[C:9]([C:11]([C:16](=[O:25])[C:18]2[CH:23]=[CH:22][N:21]=[CH:20][CH:19]=2)=[CH:12][C:13]=1[O:14][CH3:15])[NH2:10] |f:4.5|. Procedure: To 1,2-dichloroethane (150 ml) is added boron chloride (25 g) under ice-cooling, and the mixture is stirred for 15 minutes. To the reaction mixture is added dropwise a solution of 3,4-dimethoxyaniline (36.3 g) in 1,2-dichloroethane (150 ml), and thereto is added 4-cyanopyridine (27.1 g). The reaction mixture is heated under reflux overnight, and thereto is added 2 M hydrochloric acid (160 ml). The mixture is heated with stirring at 80° C. for two hours, and thereto is added a 2 M aqueous sodium ... Starting materials: BrC1=C(C(=C(C(=O)O)C=C1)I)OC (4-Bromo-2-iodo-3-methoxy-benzoic acid), OS(=O)(=O)O (H2SO4), CCO (EtOH). Yields the product C(C)OC(C1=C(C(=C(C=C1)Br)OC)I)=O (4-Bromo-2-iodo-3-methoxy-benzoic acid ethyl ester). RXN SMILES: [Br:1][C:2]1[CH:10]=[CH:9][C:5]([C:6]([OH:8])=[O:7])=[C:4]([I:11])[C:3]=1[O:12][CH3:13].OS(O)(=O)=O.[CH3:19][CH2:20]O>>[CH2:19]([O:7][C:6](=[O:8])[C:5]1[CH:9]=[CH:10][C:2]([Br:1])=[C:3]([O:12][CH3:13])[C:4]=1[I:11])[CH3:20]. Reported procedure: A mixture of 4-Bromo-2-iodo-3-methoxy-benzoic acid (12.0 g, 0.0336 mol) and conc.H2SO4 (20 mL) in EtOH (200 mL) is refluxed overnight. After reaction, evaporated out EtOH and the mixture is extracted with ethyl acetate (3×1000 mL). The combined organic phase is washed with water and brine, dried over Na2SO4, concentrated in vacuo, purified by column chromatography on silica gel eluted with petroleum ether/ethyl acetate=20:1 to afford the desired product as a colourless oil. Starting materials: CCO, COCC(=O)c1cncc(Cl)c1COC1CCCCO1. Yields the product COCC(=O)c1cncc(Cl)c1CO. As a reaction SMILES: [CH3:21][CH2:22][OH:23].[Cl:1][c:2]1[c:3]([CH2:13][O:14][CH:15]2[CH2:16][CH2:17][CH2:18][CH2:19][O:20]2)[c:4]([C:8]([CH2:9][O:10][CH3:11])=[O:12])[cH:5][n:6][cH:7]1>>[Cl:1][c:2]1[c:3]([CH2:13][OH:14])[c:4]([C:8]([CH2:9][O:10][CH3:11])=[O:12])[cH:5][n:6][cH:7]1.